Dataset: the Open Reaction Database (ORD), a public repository of structured organic reaction records. Task: describe an organic reaction: reactants, conditions, products, and yield Reactants: C1(=CC=CC=C1)CCC(=O)O (3-phenylpropanoic acid), N1C=NC(=C1)CCCN (3-(1H-imidazol-4-yl)propanamine), amine. The product is N1C=NC(=C1)CCCNC(CCC1=CC=CC=C1)=O (N-(3-(1H-Imidazol-4-yl)propyl)-3-phenylpropanamide). As a reaction SMILES: [C:1]1([CH2:7][CH2:8][C:9]([OH:11])=O)[CH:6]=[CH:5][CH:4]=[CH:3][CH:2]=1.[NH:12]1[CH:16]=[C:15]([CH2:17][CH2:18][CH2:19][NH2:20])[N:14]=[CH:13]1>>[NH:12]1[CH:16]=[C:15]([CH2:17][CH2:18][CH2:19][NH:20][C:9](=[O:11])[CH2:8][CH2:7][C:1]2[CH:2]=[CH:3][CH:4]=[CH:5][CH:6]=2)[N:14]=[CH:13]1. Reported procedure: The preparation is carried out as in Example 1 with 10 mmol of 3-phenylpropanoic acid and 3-(1H-imidazol-4-yl)propanamine as the amine component. The title compound is purified by chromatography and recrystallized in the hydrogenmaleate forth from ethyl acetate/ acetonitrile. Reactants: OC(=S)c1cccnc1, CC(C)=O, C=CC(=O)C1CCC2C3CCC4CC(O)CCC4(C)C3C(=O)CC12C. Product: CC12CC(=O)C3C(CCC4CC(O)CCC43C)C1CCC2C(=O)CCSCc1cccnc1. As a reaction SMILES: [C:26]([c:27]1[cH:28][n:29][cH:30][cH:31][cH:32]1)(=[S:33])[OH:34].[CH3:35][C:36](=[O:37])[CH3:38].[OH:1][CH:2]1[CH2:3][CH:4]2[CH2:5][CH2:6][CH:7]3[CH:8]4[CH2:9][CH2:10][CH:11]([C:12]([CH:13]=[CH2:14])=[O:15])[C:16]4([CH3:25])[CH2:17][C:18](=[O:24])[CH:19]3[C:20]2([CH3:23])[CH2:21][CH2:22]1>>[OH:1][CH:2]1[CH2:3][CH:4]2[CH2:5][CH2:6][CH:7]3[CH:8]4[CH2:9][CH2:10][CH:11]([C:12]([CH2:13][CH2:14][S:33][CH2:26][c:27]5[cH:28][n:29][cH:30][cH:31][cH:32]5)=[O:15])[C:16]4([CH3:25])[CH2:17][C:18](=[O:24])[CH:19]3[C:20]2([CH3:23])[CH2:21][CH2:22]1. The reactants are O=C([O-])[O-], CCOP(=O)(CC(=O)N1CCCCC1CC)OCC, [H-], [K+], [K+], [Na+], C1CCOC1, O=Cc1c(-c2ccncc2)nn2ccccc12. Product: CCC1CCCCN1C(=O)C=Cc1c(-c2ccncc2)nn2ccccc12. As a reaction SMILES: [C:39](=[O:40])([O-:41])[O-:42].[CH2:1]([O:2][P:3]([O:4][CH2:5][CH3:6])(=[O:7])[CH2:9][C:10](=[O:11])[N:12]1[CH:13]([CH2:18][CH3:19])[CH2:14][CH2:15][CH2:16][CH2:17]1)[CH3:8].[H-:20].[K+:43].[K+:44].[Na+:21].[O:45]1[CH2:46][CH2:47][CH2:48][CH2:49]1.[n:22]1[cH:23][cH:24][c:25](-[c:28]2[n:29][n:30]3[c:31]([cH:32][cH:33][cH:34][cH:35]3)[c:36]2[CH:37]=[O:38])[cH:26][cH:27]1>>[CH:9]([C:10](=[O:11])[N:12]1[CH:13]([CH2:18][CH3:19])[CH2:14][CH2:15][CH2:16][CH2:17]1)=[CH:37][c:36]1[c:28](-[c:25]2[cH:24][cH:23][n:22][cH:27][cH:26]2)[n:29][n:30]2[c:31]1[cH:32][cH:33][cH:34][cH:35]2. Reactants: CCCNCCC, CC(Cl)CCOc1ccccc1C=Cc1nc2ccccc2o1. Yields the product CCCN(CCC)C(C)CCOc1ccccc1C=Cc1nc2ccccc2o1. Reaction SMILES: [CH2:24]([CH2:25][CH3:26])[NH:27][CH2:28][CH2:29][CH3:30].[Cl:1][CH:2]([CH2:3][CH2:4][O:5][c:6]1[c:7]([CH:12]=[CH:13][c:14]2[o:15][c:16]3[c:17]([n:18]2)[cH:19][cH:20][cH:21][cH:22]3)[cH:8][cH:9][cH:10][cH:11]1)[CH3:23]>>[CH:2]([CH2:3][CH2:4][O:5][c:6]1[c:7]([CH:12]=[CH:13][c:14]2[o:15][c:16]3[c:17]([n:18]2)[cH:19][cH:20][cH:21][cH:22]3)[cH:8][cH:9][cH:10][cH:11]1)([CH3:23])[N:27]([CH2:24][CH2:25][CH3:26])[CH2:28][CH2:29][CH3:30]. The reactants are O (water), [Br-].[Br-].[Br-].C(CCC)[N+](CCCC)(CCCC)CCCC.C(CCC)[N+](CCCC)(CCCC)CCCC.C(CCC)[N+](CCCC)(CCCC)CCCC (tetrabutylammonium tribromide), C(C)(=O)C1=CC(=CC=2NC(COC21)=O)OCC2=CC=CC=C2 (8-acetyl-6-(phenylmethoxy)-2H-1,4-benzoxazin-3(4H)-one). Run in O1CCOCC1 (1,4-dioxane), O1CCOCC1 (1,4-dioxane), CO (methanol). Reaction conditions: temperature 20 celsius, time 2 hour. Yields the product BrCC(=O)C1=CC(=CC=2NC(COC21)=O)OCC2=CC=CC=C2 (8-(bromoacetyl)-6-(phenylmethoxy)-2H-1,4-benzoxazin-3(4H)-one). As a reaction SMILES: [C:1]([C:4]1[C:13]2[O:12][CH2:11][C:10](=[O:14])[NH:9][C:8]=2[CH:7]=[C:6]([O:15][CH2:16][C:17]2[CH:22]=[CH:21][CH:20]=[CH:19][CH:18]=2)[CH:5]=1)(=[O:3])[CH3:2].[Br-:23].[Br-].[Br-].C([N+](CCCC)(CCCC)CCCC)CCC.C([N+](CCCC)(CCCC)CCCC)CCC.C([N+](CCCC)(CCCC)CCCC)CCC.O>O1CCOCC1.CO>[Br:23][CH2:2][C:1]([C:4]1[C:13]2[O:12][CH2:11][C:10](=[O:14])[NH:9][C:8]=2[CH:7]=[C:6]([O:15][CH2:16][C:17]2[CH:22]=[CH:21][CH:20]=[CH:19][CH:18]=2)[CH:5]=1)=[O:3] |f:1.2.3.4.5.6|. Procedure details: 12.00 kg (40.36 mol) 8-acetyl-6-(phenylmethoxy)-2H-1,4-benzoxazin-3(4H)-one 3a are dissolved in 108 l 1,4-dioxane. Then a solution of 24.33 kg (50.45 mol) tetrabutylammonium tribromide in 48 l of 1,4-dioxane and 12 l methanol is metered into the suspension at 20° C. The reactor contents are stirred for 2 hours at 20° C. Then 72 l water are added at 20° C. within 15 minutes. After cooling to 3° C. the mixture is stirred for 1 hour, centrifuged and washed with a mixture of 9 l of 1,4-dioxane and 4... Starting materials: CC(=O)O, N#Cc1cc([N+](=O)[O-])ccc1Sc1ccccc1N, [Na+], [OH-], O, O=S(=O)(O)O, Cc1ccccc1C. Yields the product O=C1Nc2ccccc2Sc2ccc([N+](=O)[O-])cc21. Reaction SMILES: [CH3:30][C:31](=[O:32])[OH:33].[NH2:1][c:2]1[c:3]([S:8][c:9]2[c:10]([C:11]#[N:12])[cH:13][c:14]([N+:17](=[O:18])[O-:19])[cH:15][cH:16]2)[cH:4][cH:5][cH:6][cH:7]1.[Na+:21].[OH-:20].[OH2:39].[S:34](=[O:35])(=[O:36])([OH:37])[OH:38].[c:22]1([CH3:23])[c:24]([CH3:25])[cH:26][cH:27][cH:28][cH:29]1>>[c:2]12[c:3]([cH:4][cH:5][cH:6][cH:7]1)[S:8][c:9]1[c:10]([cH:13][c:14]([N+:17](=[O:18])[O-:19])[cH:15][cH:16]1)[C:11](=[O:20])[NH:12]2. Reactants: ice water K2CO3, CO (methanol), C(C)(C)(C)[O-].[K+] (potassium tert-butanolate), C(#N)C=1C=C2C(C(NC2=CC1)=O)(O)C1=C(C=CC=C1)OCC (5-Cyano-3-(2-ethoxyphenyl)-3-hydroxy-indol-2-one), COC1=C(C=CC(=C1)OC)S(=O)(=O)Cl (2,4-dimethoxybenzenesulfonyl chloride). The solvent is CN(C=O)C (dimethylformamide). Reaction conditions: time 90 minute. Product: C(#N)C=1C=C2C(C(N(C2=CC1)S(=O)(=O)C1=C(C=C(C=C1)OC)OC)=O)(C1=C(C=CC=C1)OCC)O (5-Cyano-1-(2,4-dimethoxybenzenesulfonyl)-3-hydroxy-3-(2-ethoxyphenyl)-indol-2-one). Yield: 49.1%. Reaction SMILES: C([O-])(C)(C)C.[K+].[C:7]([C:9]1[CH:10]=[C:11]2[C:15](=[CH:16][CH:17]=1)[NH:14][C:13](=[O:18])[C:12]2([C:20]1[CH:25]=[CH:24][CH:23]=[CH:22][C:21]=1[O:26][CH2:27][CH3:28])[OH:19])#[N:8].[CH3:29][O:30][C:31]1[CH:36]=[C:35]([O:37][CH3:38])[CH:34]=[CH:33][C:32]=1[S:39](Cl)(=[O:41])=[O:40].CO>CN(C)C=O>[C:7]([C:9]1[CH:10]=[C:11]2[C:15](=[CH:16][CH:17]=1)[N:14]([S:39]([C:32]1[CH:33]=[CH:34][C:35]([O:37][CH3:38])=[CH:36][C:31]=1[O:30][CH3:29])(=[O:41])=[O:40])[C:13](=[O:18])[C:12]2([OH:19])[C:20]1[CH:25]=[CH:24][CH:23]=[CH:22][C:21]=1[O:26][CH2:27][CH3:28])#[N:8] |f:0.1|. Reported procedure: 1.7 g (15 mmol) of potassium tert-butanolate were added in portions to 4 g (13.6 mmol) of the intermediate 1b in 40 ml of anhydrous dimethylformamide at 0° C., and the mixture was stirred for about 90 minutes. Then 3.4 g (14.3 mmol) of 2,4-dimethoxybenzenesulfonyl chloride were rapidly added dropwise at 0° C. The reaction mixture was stirred at 0° C. for 2 h. This solution was then poured into an ice-water/K2CO3 solution, resulting in a precipitate which was isolated. The resulting residue was t...